From a dataset of the Open Reaction Database (ORD), a public repository of structured organic reaction records. describe an organic reaction: reactants, conditions, products, and yield Reactants: C1(CCCC1)OC1=C(C=CC=C1)C=1C=2[C@H]3[C@@H](NC2C=CC1)CCNCC3 ((5aS*,10bS*)-10-[2-(cyclopentyloxy)phenyl]-1,2,3,4,5,5a,6,10b-octahydroazepino[4,5-b]indole), C1(CCCC1)O (cyclopentanol). The product is C1(CCCCC1)OC1=C(C=CC=C1)C=1C=2C3=C(NC2C=CC1)CCNCC3 (10-[2-(Cyclohexyloxy)phenyl]-1,2,3,4,5,6-hexahydroazepino[4,5-b]indole). Reaction SMILES: [CH:1]1([O:6][C:7]2[CH:12]=[CH:11][CH:10]=[CH:9][C:8]=2[C:13]2[C:14]3[C@@H:15]4[CH2:26][CH2:25][NH:24][CH2:23][CH2:22][C@@H:16]4[NH:17][C:18]=3[CH:19]=[CH:20][CH:21]=2)[CH2:5][CH2:4][CH2:3][CH2:2]1.[CH:27]1(O)CCCC1>>[CH:1]1([O:6][C:7]2[CH:12]=[CH:11][CH:10]=[CH:9][C:8]=2[C:13]2[C:14]3[C:15]4[CH2:26][CH2:25][NH:24][CH2:23][CH2:22][C:16]=4[NH:17][C:18]=3[CH:19]=[CH:20][CH:21]=2)[CH2:27][CH2:2][CH2:3][CH2:4][CH2:5]1. Procedure details: Following the procedure for the preparation of (5aS*,10bS*)-10-[2-(cyclopentyloxy)phenyl]-1,2,3,4,5,5a,6,10b-octahydroazepino[4,5-b]indole and substituting cyclohexanol for cyclopentanol while making non-critical variations the title compound was obtained as 278 mg (32%) of a white foam: 1H NMR (400 MHz, CDCl3) δ 7.84 (br s, 1H), 7.35-7.26 (m, 3H), 7.15-7.11 (m, 1H), 7.04-7.01 (m, 2H), 6.95 (d, J=7.2 Hz, 1H), 4.08-4.06 (m, 1H), 3.09-3.07 (m, 2H), 2.97-2.96 (m, 2H), 2.85-2.83 (m, 2H), 2.47-2.37 (... The reactants are BrBr (Bromine), C(C)(=O)C1=C(OCC(=O)OC)C=CC=C1 (methyl (2-acetylphenoxy)acetate). Run in C(Cl)(Cl)Cl (chloroform), C(Cl)(Cl)Cl (chloroform), CCOC(=O)C (EtOAc). Conditions: time 1 hour. Yields the product BrCC(=O)C1=C(OCC(=O)OC)C=CC=C1 (Methyl [2-(bromoacetyl)phenoxy]acetate). Reaction SMILES: [Br:1]Br.[C:3]([C:6]1[CH:17]=[CH:16][CH:15]=[CH:14][C:7]=1[O:8][CH2:9][C:10]([O:12][CH3:13])=[O:11])(=[O:5])[CH3:4]>C(Cl)(Cl)Cl.CCOC(C)=O>[Br:1][CH2:4][C:3]([C:6]1[CH:17]=[CH:16][CH:15]=[CH:14][C:7]=1[O:8][CH2:9][C:10]([O:12][CH3:13])=[O:11])=[O:5]. Procedure details: Bromine (1.2 g, 7.2 mmol) in chloroform (5 mL) was added drop wise to a solution of methyl (2-acetylphenoxy)acetate (1.5 g, 7.2 mmol) in chloroform (45 mL) at room temperature. The reaction mixture was stirred for 1 h at room temperature, diluted with EtOAc and washed with sodium bicarbonate water, brine, dried over magnesium sulfate and concentrated to give the sub-title compound as an oil which solidified (2.1 g, 100%). LCMS calc. for C11H12BrO4 (M+H)+: m/z=287.0, 289.0. found: 287.0, 289.0. Starting materials: BrC(Br)(Br)Br, ClCCl, COc1cc(CO)cc(CO)c1, c1ccc(P(c2ccccc2)c2ccccc2)cc1. The product is COc1cc(CO)cc(CBr)c1. Reaction SMILES: [C:1]([Br:2])([Br:3])([Br:4])[Br:5].[Cl:37][CH2:38][Cl:39].[OH:6][CH2:7][c:8]1[cH:9][c:10]([CH2:16][OH:17])[cH:11][c:12]([O:14][CH3:15])[cH:13]1.[c:18]1([P:19]([c:20]2[cH:21][cH:22][cH:23][cH:24][cH:25]2)[c:26]2[cH:27][cH:28][cH:29][cH:30][cH:31]2)[cH:32][cH:33][cH:34][cH:35][cH:36]1>>[CH2:1]([Br:5])[c:8]1[cH:9][c:10]([CH2:16][OH:17])[cH:11][c:12]([O:14][CH3:15])[cH:13]1. Starting materials: CN(C1C(CCCC1)NC(OCC1=CC=CC=C1)=O)C (benzyl N-(2-dimethylaminocyclohexyl)carbamate), CN(C1C(CCCC1)C(=O)OCC1=CC=CC=C1)C (benzyl 2-dimethylaminocyclohexanecarboxylate). The product is CN([C@@H]1[C@@H](CCCC1)C(=O)O)C (cis-2-(dimethylamino)cyclohexanecarboxylic acid). Reaction SMILES: CN(C)C1CCCCC1NC(=O)OCC1C=CC=CC=1.[CH3:21][N:22]([CH3:39])[CH:23]1[CH2:28][CH2:27][CH2:26][CH2:25][CH:24]1[C:29]([O:31]CC1C=CC=CC=1)=[O:30]>>[CH3:21][N:22]([CH3:39])[C@H:23]1[CH2:28][CH2:27][CH2:26][CH2:25][C@H:24]1[C:29]([OH:31])=[O:30]. Procedure: A mixture of the amino acid prepared in Part C (31.2 g., 0.15 mole), diphenyl phosphoryl azide (41.3 g.; 0.15 mole), and triethylamine (30.4 g., 0.30 mole) in 750 ml. benzene was refluxed with stirring for 1 hour. Benzyl alcohol (48.7 g., 0.45 mole) was added and the mixture refluxed overnight. The mixture was extracted with 10% HCl. The extract was washed with ether, made basic with 40% KOH, and extracted with ether. The organic layer was washed with water and saturated NaCl solution, dried, an...